This data is from the Open Reaction Database (ORD), a public repository of structured organic reaction records. The task is: describe an organic reaction: reactants, conditions, products, and yield Starting materials: FC1=CC=C(C=C1)C1=CNC2=CC=CC=C12 (3-(4-Fluorophenyl)-1H-indole), Cl.ClC1=CC=NC=C1 (4-chloropyridine hydrochloride), C(=O)([O-])[O-].[K+].[K+] (K2CO3), CuBr, CN1C(CCC1)=O (N-methylpyrrolidinone). Solvent: O (water). Conditions: time 18 hour. The product is FC1=CC=C(C=C1)C1=CN(C2=CC=CC=C12)C1=CC=NC=C1 (3-(4-Fluorophenyl)-1-(4-pyridyl)-1H-indole). As a reaction SMILES: [F:1][C:2]1[CH:7]=[CH:6][C:5]([C:8]2[C:16]3[C:11](=[CH:12][CH:13]=[CH:14][CH:15]=3)[NH:10][CH:9]=2)=[CH:4][CH:3]=1.Cl.Cl[C:19]1[CH:24]=[CH:23][N:22]=[CH:21][CH:20]=1.C([O-])([O-])=O.[K+].[K+].CN1CCCC1=O>O>[F:1][C:2]1[CH:7]=[CH:6][C:5]([C:8]2[C:16]3[C:11](=[CH:12][CH:13]=[CH:14][CH:15]=3)[N:10]([C:19]3[CH:24]=[CH:23][N:22]=[CH:21][CH:20]=3)[CH:9]=2)=[CH:4][CH:3]=1 |f:1.2,3.4.5|. Procedure details: 3-(4-Fluorophenyl)-1H-indole 1a (39.3 g), 4-chloropyridine hydrochloride (55.8 g), K2CO3 (102.8 g), CuBr (15 g) and N-methylpyrrolidinone (1.2 l) were refluxed under stirring for 18 h. The reaction mixture was cooled, poured into water (1.0 l) and extracted with diethyl ether (2×1 l). The combined organic phases were washed with brine (3×1.5 l), dried (Na2SO4) and treated with activated carbon. Evaporation of the solvent gave the title compound which was crystallized from diethyl ether. Yield: 4... Reactants: ClC1=C(C=CC(=C1)C1=NOC(C1)(C(F)(F)F)C1=CC(=CC(=C1)Cl)Cl)C(C)N1C(C=2C(C1=O)=CC=CC2)=O (N-[1-[2-chloro-4-[5-(3,5-dichlorophenyl)-5-trifluoromethyl-4,5-dihydroisoxazol-3-yl]phenyl]ethyl]phthalimide), C(Cl)(Cl)Cl (chloroform). Run in C(C)O (ethanol), O.NN (hydrazine monohydrate). The product is ClC=1C=C(C=CC1C(C)N)C1=NOC(C1)(C(F)(F)F)C1=CC(=CC(=C1)Cl)Cl (3-[3-chloro-4-(1-aminoethyl)phenyl]-5-(3,5-dichlorophenyl)-5-trifluoromethyl-4,5-dihydroisoxazole). The yield is 84.3%. As a reaction SMILES: [Cl:1][C:2]1[CH:7]=[C:6]([C:8]2[CH2:12][C:11]([C:17]3[CH:22]=[C:21]([Cl:23])[CH:20]=[C:19]([Cl:24])[CH:18]=3)([C:13]([F:16])([F:15])[F:14])[O:10][N:9]=2)[CH:5]=[CH:4][C:3]=1[CH:25]([N:27]1C(=O)C2=CC=CC=C2C1=O)[CH3:26].C(Cl)(Cl)Cl>C(O)C.O.NN>[Cl:1][C:2]1[CH:7]=[C:6]([C:8]2[CH2:12][C:11]([C:17]3[CH:18]=[C:19]([Cl:24])[CH:20]=[C:21]([Cl:23])[CH:22]=3)([C:13]([F:16])([F:15])[F:14])[O:10][N:9]=2)[CH:5]=[CH:4][C:3]=1[CH:25]([NH2:27])[CH3:26] |f:3.4|. Reported procedure: In a solution of 0.40 g of N-[1-[2-chloro-4-[5-(3,5-dichlorophenyl)-5-trifluoromethyl-4,5-dihydroisoxazol-3-yl]phenyl]ethyl]phthalimide in 10 mL of ethanol, 1.0 mL of 80% hydrazine monohydrate aqueous solution was added, and stirred under reflux with heating for 1 hour. After the completion of the reaction, the reaction mixture was left and cooled to room temperature, 20 mL of chloroform was added therein and insoluble substance was filtered off, and the solvent was distilled off under reduced p... Reactants: COc1ccc(C2=NN(C3CCNCC3)C(=O)C2(C)C)cc1OC, COc1ccc2ccccc2c1C(=O)O. The product is COc1ccc(C2=NN(C3CCN(C(=O)c4c(OC)ccc5ccccc45)CC3)C(=O)C2(C)C)cc1OC. As a reaction SMILES: [CH3:1][O:2][c:3]1[cH:4][c:5]([C:11]2=[N:15][N:14]([CH:16]3[CH2:17][CH2:18][NH:19][CH2:20][CH2:21]3)[C:13](=[O:22])[C:12]2([CH3:23])[CH3:24])[cH:6][cH:7][c:8]1[O:9][CH3:10].[CH3:25][O:26][c:27]1[c:28]([C:37](=[O:38])[OH:39])[c:29]2[cH:30][cH:31][cH:32][cH:33][c:34]2[cH:35][cH:36]1>>[CH3:1][O:2][c:3]1[cH:4][c:5]([C:11]2=[N:15][N:14]([CH:16]3[CH2:17][CH2:18][N:19]([C:37]([c:28]4[c:27]([O:26][CH3:25])[cH:36][cH:35][c:34]5[c:29]4[cH:30][cH:31][cH:32][cH:33]5)=[O:38])[CH2:20][CH2:21]3)[C:13](=[O:22])[C:12]2([CH3:23])[CH3:24])[cH:6][cH:7][c:8]1[O:9][CH3:10]. Starting materials: COC(=O)C=1C=C(C(=CC1)C)C1=CC=C(C=C1)C(NC1=CC=C(C=C1)CN1CCS(CC1)(=O)=O)=O (4′-[4-(1,1-Dioxo-1lambda*6*-thiomorpholin-4-ylmethyl)-phenylcarbamoyl]-6-methyl-biphenyl-3-carboxylic acid methyl ester), C1CCOC1 (THF). The solvent is [OH-].[Na+] (sodium hydroxide). The product is O=S1(CCN(CC1)CC1=CC=C(C=C1)NC(=O)C1=CC=C(C=C1)C1=CC(=CC=C1C)C(=O)O)=O (4′-[4-(1,1-Dioxo-1lambda*6*-thiomorpholin-4-ylmethyl)-phenylcarbamoyl]-6-methyl-biphenyl-3-carboxylic acid). RXN SMILES: C[O:2][C:3]([C:5]1[CH:6]=[C:7]([C:12]2[CH:17]=[CH:16][C:15]([C:18](=[O:35])[NH:19][C:20]3[CH:25]=[CH:24][C:23]([CH2:26][N:27]4[CH2:32][CH2:31][S:30](=[O:34])(=[O:33])[CH2:29][CH2:28]4)=[CH:22][CH:21]=3)=[CH:14][CH:13]=2)[C:8]([CH3:11])=[CH:9][CH:10]=1)=[O:4].C1COCC1>[OH-].[Na+]>[O:34]=[S:30]1(=[O:33])[CH2:31][CH2:32][N:27]([CH2:26][C:23]2[CH:24]=[CH:25][C:20]([NH:19][C:18]([C:15]3[CH:14]=[CH:13][C:12]([C:7]4[C:8]([CH3:11])=[CH:9][CH:10]=[C:5]([C:3]([OH:4])=[O:2])[CH:6]=4)=[CH:17][CH:16]=3)=[O:35])=[CH:21][CH:22]=2)[CH2:28][CH2:29]1 |f:2.3|. Procedure: 4′-[4-(1,1-Dioxo-1lambda*6*-thiomorpholin-4-ylmethyl)-phenylcarbamoyl]-6-methyl-biphenyl-3-carboxylic acid methyl ester (1.09 g) was heated to reflux in 1M sodium hydroxide (20 ml) and THF (20 ml) for 3 h. The mixture was then allowed to cool, and the THF evaporated. The aqueous residue was extracted with dichloromethane, and was then acidified. The resultant white solid was collected by filtration and dried (950 mg). The reactants are NC1=C(NC2=CC=CC=C12)C(=O)OCC (ethyl 3-aminoindole-2-carboxylate), C[O-].[Na+] (sodium methoxide). Run in CO (methanol). Run at time 4 hour. Yields the product NC1=C(NC2=CC=CC=C12)C(=O)OC (Methyl 3-aminoindole-2-carboxylate). The yield is 41.9%. As a reaction SMILES: [NH2:1][C:2]1[C:10]2[C:5](=[CH:6][CH:7]=[CH:8][CH:9]=2)[NH:4][C:3]=1[C:11]([O:13][CH2:14]C)=[O:12].C[O-].[Na+]>CO>[NH2:1][C:2]1[C:10]2[C:5](=[CH:6][CH:7]=[CH:8][CH:9]=2)[NH:4][C:3]=1[C:11]([O:13][CH3:14])=[O:12] |f:1.2|. Reported procedure: To a solution of ethyl 3-aminoindole-2-carboxylate [Prepared according to P. Unangst. J. Het. Chem., 1983, 20, 495] (5.0 g) in methanol (50 ml) was added sodium methoxide (6.5 g). The resulting mixture was stirred for 4 hours and then quenched with saturated ammonium chloride solution. The resulting mixture was extracted with dichloromethane, dried (MgSO4) and evaporated to give a gum which was purified by column chromatography using iso-hexane:ethyl acetate (1:4) as eluent to give the desired p... The reactants are NC1=NC=C(C#N)C(=C1)F (6-amino-4-fluoronicotinonitrile), O1CC(CC1)N (racemic tetrahydrofuran-3-amine), intermediate 49. The product is NC1=NC=C(C#N)C(=C1)NC1COCC1 ((racemic) 6-amino-4-((tetrahydrofuran-3-yl)amino)nicotinonitrile). Reaction SMILES: [NH2:1][C:2]1[CH:9]=[C:8](F)[C:5]([C:6]#[N:7])=[CH:4][N:3]=1.[O:11]1[CH2:15][CH2:14][CH:13]([NH2:16])[CH2:12]1>>[NH2:1][C:2]1[CH:9]=[C:8]([NH:16][CH:13]2[CH2:14][CH2:15][O:11][CH2:12]2)[C:5]([C:6]#[N:7])=[CH:4][N:3]=1. Procedure: From intermediate 21 and racemic tetrahydrofuran-3-amine, reacted in an analogous manner to the preparation of intermediate 49. (UPLC-MS 3) tR 0.32 min; ESI-MS 205.1 [M+H]+. Reactants: CC1=NC(=NC=C1C(=O)O)C(F)(F)F (4-methyl-2-trifluoromethylpyrimidine-5-carboxylic acid), C(C)(C)N(C(C)C)CC (N,N-diisopropylethylamine), C(C(=O)Cl)(=O)Cl (oxalyl chloride), NC1=C(C(=O)NC(C)C)C=CC=C1C (2-amino-3-methyl-N-(1-methylethyl)benzamide). Reagents/catalysts: CN(C=O)C (N,N-dimethylformamide). Solvent: C(Cl)Cl (methylene chloride), C(C)(=O)OCC (ethyl acetate). Reaction conditions: time 8 hour. Yields the product CC1=NC(=NC=C1C(=O)NC1=C(C=CC=C1C(=O)NC(C)C)C)C(F)(F)F (4-Methyl-N-[2-methyl-6-[[(1-methylethyl)amino]carbonyl]phenyl]-2-(trifluoromethyl)-5-pyrimidinecarboxamide). RXN SMILES: [CH3:1][C:2]1[C:7]([C:8]([OH:10])=O)=[CH:6][N:5]=[C:4]([C:11]([F:14])([F:13])[F:12])[N:3]=1.C(Cl)(=O)C(Cl)=O.[NH2:21][C:22]1[C:33]([CH3:34])=[CH:32][CH:31]=[CH:30][C:23]=1[C:24]([NH:26][CH:27]([CH3:29])[CH3:28])=[O:25].C(N(CC)C(C)C)(C)C>C(Cl)Cl.CN(C)C=O.C(OCC)(=O)C>[CH3:1][C:2]1[C:7]([C:8]([NH:21][C:22]2[C:23]([C:24]([NH:26][CH:27]([CH3:28])[CH3:29])=[O:25])=[CH:30][CH:31]=[CH:32][C:33]=2[CH3:34])=[O:10])=[CH:6][N:5]=[C:4]([C:11]([F:14])([F:13])[F:12])[N:3]=1. Procedure details: To a solution 0.8 g (4 mmol) of 4-methyl-2-trifluoromethylpyrimidine-5-carboxylic acid [made by the method of Palanki et al, J. Med. Chem. 2000, 43, 3995] stirring in 15 mL of methylene chloride, oxalyl chloride (2 mL, 23 mmol) was added. Upon addition of 2 drops of N,N-dimethylformamide, foaming and bubbling occurred. The reaction mixture was heated at reflux for 1 hr as a yellow solution. After cooling, the solvent was removed in vacuo and the resulting residue dissolved in 20 mL of tetrahydro... Reactants: C(C)C(C(=O)OC(C)(C)C)(CC)OCCCC\C=C/C\C=C/C\C=C/C\C=C/C\C=C/CC (tert-butyl 2-ethyl-2-((5Z,8Z,11Z,14Z,17Z)-icosa-5,8,11,14,17-pentaen-1-yloxy)butanoate). Run in C(=O)O (formic acid). Reaction conditions: time 4.5 hour. Yields the product C(C)C(C(=O)O)(CC)OCCCC\C=C/C\C=C/C\C=C/C\C=C/C\C=C/CC (2-ethyl-2-((5Z,8Z,11Z,14Z,17Z)-icosa-5,8,11,14,17-pentaen-1-yloxy)butanoic acid). Isolated yield 73.6%. As a reaction SMILES: [CH2:1]([C:3]([O:13][CH2:14][CH2:15][CH2:16][CH2:17]/[CH:18]=[CH:19]\[CH2:20]/[CH:21]=[CH:22]\[CH2:23]/[CH:24]=[CH:25]\[CH2:26]/[CH:27]=[CH:28]\[CH2:29]/[CH:30]=[CH:31]\[CH2:32][CH3:33])([CH2:11][CH3:12])[C:4]([O:6]C(C)(C)C)=[O:5])[CH3:2]>C(O)=O>[CH2:1]([C:3]([O:13][CH2:14][CH2:15][CH2:16][CH2:17]/[CH:18]=[CH:19]\[CH2:20]/[CH:21]=[CH:22]\[CH2:23]/[CH:24]=[CH:25]\[CH2:26]/[CH:27]=[CH:28]\[CH2:29]/[CH:30]=[CH:31]\[CH2:32][CH3:33])([CH2:11][CH3:12])[C:4]([OH:6])=[O:5])[CH3:2]. Procedure: A mixture of formic acid (5 ml) and tert-butyl 2-ethyl-2-((5Z,8Z,11Z,14Z,17Z)-icosa-5,8,11,14,17-pentaen-1-yloxy)butanoate (250 mg, 0.55 mmol) was stirred vigorously under nitrogen at room temperature for 4.5 hours. The formic acid was removed in vacuo. The residue was purified by flash chromatography on silica gel using increasingly polar mixtures of heptane and ethyl acetate (100:0→80:20) as eluent. Concentration of the appropriate fractions afforded 163 mg (74% yield) of the title compound as...